From a dataset of the Open Reaction Database (ORD), a public repository of structured organic reaction records. describe an organic reaction: reactants, conditions, products, and yield Reactants: N#Cc1cccc(C2=Nc3cc(N4CCSCC4)c(I)cc3NC(=O)C2)c1, C#Cc1ccccc1. Product: N#Cc1cccc(C2=Nc3cc(N4CCSCC4)c(C#Cc4ccccc4)cc3NC(=O)C2)c1. RXN SMILES: [I:1][c:2]1[cH:3][c:4]2[c:5]([cH:20][c:21]1[N:22]1[CH2:23][CH2:24][S:25][CH2:26][CH2:27]1)[N:6]=[C:7]([c:12]1[cH:13][c:14]([C:15]#[N:16])[cH:17][cH:18][cH:19]1)[CH2:8][C:9](=[O:11])[NH:10]2.[c:28]1([C:34]#[CH:35])[cH:29][cH:30][cH:31][cH:32][cH:33]1>>[c:2]1([C:35]#[C:34][c:28]2[cH:29][cH:30][cH:31][cH:32][cH:33]2)[cH:3][c:4]2[c:5]([cH:20][c:21]1[N:22]1[CH2:23][CH2:24][S:25][CH2:26][CH2:27]1)[N:6]=[C:7]([c:12]1[cH:13][c:14]([C:15]#[N:16])[cH:17][cH:18][cH:19]1)[CH2:8][C:9](=[O:11])[NH:10]2. Reactants: ClC1=NC=CN=C1Cl (2,3-dichloropyrazine), CC1(OB(OC1(C)C)C1=CC=C(C2=CC=CC=C12)C#N)C (4-(4,4,5,5-tetramethyl-1,3,2-dioxaborolan-2-yl)-1-naphthonitrile), C([O-])([O-])=O.[Na+].[Na+] (sodium carbonate). The solvent is O1CCOCC1 (dioxane). Run at temperature 80 celsius. The product is ClC=1C(=NC=CN1)C1=CC=C(C2=CC=CC=C12)C#N (4-(3-chloropyrazin-2-yl)-1-naphthonitrile). Yield: 242.8%. As a reaction SMILES: Cl[C:2]1[C:7]([Cl:8])=[N:6][CH:5]=[CH:4][N:3]=1.CC1(C)C(C)(C)OB([C:17]2[C:26]3[C:21](=[CH:22][CH:23]=[CH:24][CH:25]=3)[C:20]([C:27]#[N:28])=[CH:19][CH:18]=2)O1.C(=O)([O-])[O-].[Na+].[Na+]>O1CCOCC1>[Cl:8][C:7]1[C:2]([C:17]2[C:26]3[C:21](=[CH:22][CH:23]=[CH:24][CH:25]=3)[C:20]([C:27]#[N:28])=[CH:19][CH:18]=2)=[N:3][CH:4]=[CH:5][N:6]=1 |f:2.3.4|. Procedure details: A mixture of 2,3-dichloropyrazine (2.98 g, 2 mmol), 4-(4,4,5,5-tetramethyl-1,3,2-dioxaborolan-2-yl)-1-naphthonitrile (0.558 mmol, 2 mmol) palladium tetrakis triphenylphoshine (0.069 g, 0.06 mmol) and aqueous sodium carbonate solution (2M, 3 mL, 6 mmol) in dioxane (7 mL) was heated to 80° C. for 12 hours. The reaction mixture cooled to room temperature, washed with water, extracted with ethyl acetate and purified by chromatography to yield 4-(3-chloropyrazin-2-yl)-1-naphthonitrile (0.36 g, 68%). Reactants: CN(C)C=O, CC(C)I, [Na+], [Na+], O=C([O-])[O-], OCCc1cc[nH]n1. The product is CC(C)n1ccc(CCO)n1. Reaction SMILES: [CH3:19][N:20]([CH3:21])[CH:22]=[O:23].[I:15][CH:16]([CH3:17])[CH3:18].[Na+:10].[Na+:9].[O-:11][C:12](=[O:13])[O-:14].[nH:1]1[n:2][c:3]([CH2:6][CH2:7][OH:8])[cH:4][cH:5]1>>[n:1]1([CH:16]([CH3:17])[CH3:18])[n:2][c:3]([CH2:6][CH2:7][OH:8])[cH:4][cH:5]1. Reactants: CO, CS(C)=O, Nc1cc(Cl)c(I)cc1[N+](=O)[O-], [K+], [OH-]. Product: COc1cc(N)c([N+](=O)[O-])cc1I. RXN SMILES: [CH3:13][OH:14].[CH3:17][S:18]([CH3:19])=[O:20].[Cl:1][c:2]1[c:3]([I:12])[cH:4][c:5]([N+:9](=[O:10])[O-:11])[c:6]([NH2:8])[cH:7]1.[K+:16].[OH-:15]>>[c:2]1([O:14][CH3:13])[c:3]([I:12])[cH:4][c:5]([N+:9](=[O:10])[O-:11])[c:6]([NH2:8])[cH:7]1. Starting materials: CC(C)O, O=[N+]([O-])c1cnc(Cl)c(Cl)c1, Cl, [Fe], [Na+], [OH-], O. Reaction SMILES: [CH3:15][CH:16]([OH:17])[CH3:18].[Cl:1][c:2]1[n:3][cH:4][c:5]([N+:9]([O-:10])=[O:11])[cH:6][c:7]1[Cl:8].[ClH:12].[Fe:20].[Na+:14].[OH-:13].[OH2:19]>>[Cl:1][c:2]1[n:3][cH:4][c:5]([NH2:9])[cH:6][c:7]1[Cl:8]. The product is Nc1cnc(Cl)c(Cl)c1.